This data is from the Open Reaction Database (ORD), a public repository of structured organic reaction records. The task is: describe an organic reaction: reactants, conditions, products, and yield Product: CN(C)S(=O)(=O)NC(=O)c1ccc2c(C3CCCCC3)c(Br)[nH]c2c1. Starting materials: O=C(O)c1ccc2c(C3CCCCC3)c(Br)[nH]c2c1, O=C(n1ccnc1)n1ccnc1, O=C=O, C1CCC2=NCCCN2CC1, C1CCOC1, CN(C)S(N)(=O)=O. RXN SMILES: [Br:13][c:14]1[nH:15][c:16]2[cH:17][c:18]([C:29](=[O:30])[OH:31])[cH:19][cH:20][c:21]2[c:22]1[CH:23]1[CH2:24][CH2:25][CH2:26][CH2:27][CH2:28]1.[C:1]([n:2]1[cH:3][cH:4][n:5][cH:6]1)([n:7]1[cH:8][cH:9][n:10][cH:11]1)=[O:12].[C:32](=[O:33])=[O:34].[CH2:42]1[CH2:43][CH2:44][C:45]2=[N:50][CH2:49][CH2:48][CH2:47][N:46]2[CH2:51][CH2:52]1.[CH2:53]1[O:54][CH2:55][CH2:56][CH2:57]1.[CH3:35][N:36]([S:37](=[O:38])(=[O:39])[NH2:40])[CH3:41]>>[Br:13][c:14]1[nH:15][c:16]2[cH:17][c:18]([C:29](=[O:31])[NH:40][S:37]([N:36]([CH3:35])[CH3:41])(=[O:38])=[O:39])[cH:19][cH:20][c:21]2[c:22]1[CH:23]1[CH2:24][CH2:25][CH2:26][CH2:27][CH2:28]1. Reactants: ClC(=O)OC1=CC=CC=C1 (Phenyl chloroformate), FC=1C=C(C=C(C1)F)S(=O)(=O)C(C)(C)C1=NC(=NC(=C1)N1[C@H](COCC1)C)C1=CC=C(N)C=C1 (4-[4-[2-(3,5-difluorophenyl)sulfonylpropan-2-yl]-6-[(3S)-3-methylmorpholin-4-yl]pyrimidin-2-yl]aniline), C(O)([O-])=O.[Na+] (sodium hydrogen carbonate). Run in O1CCOCC1 (dioxane). Run at time 1 hour. Product: FC=1C=C(C=C(C1)F)S(=O)(=O)C(C)(C)C1=NC(=NC(=C1)N1[C@H](COCC1)C)C1=CC=C(C=C1)NC(OC1=CC=CC=C1)=O (Phenyl N-[4-[4-[2-(3,5-difluorophenyl)sulfonylpropan-2-yl]-6-[(3S)-3-methylmorpholin-4-yl]pyrimidin-2-yl]phenyl]carbamate). Yield: 99.3%. RXN SMILES: Cl[C:2]([O:4][C:5]1[CH:10]=[CH:9][CH:8]=[CH:7][CH:6]=1)=[O:3].[F:11][C:12]1[CH:13]=[C:14]([S:19]([C:22]([C:25]2[CH:30]=[C:29]([N:31]3[CH2:36][CH2:35][O:34][CH2:33][C@@H:32]3[CH3:37])[N:28]=[C:27]([C:38]3[CH:44]=[CH:43][C:41]([NH2:42])=[CH:40][CH:39]=3)[N:26]=2)([CH3:24])[CH3:23])(=[O:21])=[O:20])[CH:15]=[C:16]([F:18])[CH:17]=1.C(=O)([O-])O.[Na+]>O1CCOCC1>[F:18][C:16]1[CH:15]=[C:14]([S:19]([C:22]([C:25]2[CH:30]=[C:29]([N:31]3[CH2:36][CH2:35][O:34][CH2:33][C@@H:32]3[CH3:37])[N:28]=[C:27]([C:38]3[CH:39]=[CH:40][C:41]([NH:42][C:2](=[O:3])[O:4][C:5]4[CH:10]=[CH:9][CH:8]=[CH:7][CH:6]=4)=[CH:43][CH:44]=3)[N:26]=2)([CH3:23])[CH3:24])(=[O:20])=[O:21])[CH:13]=[C:12]([F:11])[CH:17]=1 |f:2.3|. Reported procedure: Phenyl chloroformate (0.413 mL, 3.29 mmol) was added to 4-[4-[2-(3,5-difluorophenyl)sulfonylpropan-2-yl]-6-[(3S)-3-methylmorpholin-4-yl]pyrimidin-2-yl]aniline (1.46 g, 2.99 mmol) and sodium hydrogen carbonate (0.377 g, 4.48 mmol) in dioxane (25 mL). The resulting slurry was stirred at RT for 1 hour. The mixture was partitioned between ethyl acetate and water. The organic solution was dried (MgSO4), filtered, and concentrated under reduced pressure. The residue was chromatographed on silica, elut... Reactants: ON=CC1=CC(=C(C(=O)NC=NOC)C=C1)C (4-hydroxyiminomethyl-N-(methoxyiminomethyl)-2-methyl benzoic acid amide), ClN1C(CCC1=O)=O (N-chlorosuccinimide), ClC=1C=C(C=C(C1)C(F)(F)F)C(=C)C(F)(F)F (3-chloro-5-trifluoromethyl-1-(1-trifluoromethylethenyl)benzene), C(O)([O-])=O.[K+] (potassium hydrogen carbonate). Reagents/catalysts: O (water). The solvent is COCCOC (1,2-dimethoxyethane), O (water). Reaction conditions: temperature 70 celsius, time 45 minute. Product: ClC=1C=C(C=C(C1)C(F)(F)F)C1(CC(=NO1)C1=CC(=C(C(=O)NC=NOC)C=C1)C)C(F)(F)F (4-[5-(3-chloro-5-trifluoromethylphenyl)-5-trifluoromethyl-4,5-dihydroisoxazole-3-yl]-N-(methoxyiminomethyl)-2-methyl benzoic acid amide). Isolated yield 11.7%. As a reaction SMILES: [OH:1][N:2]=[CH:3][C:4]1[CH:16]=[CH:15][C:7]([C:8]([NH:10][CH:11]=[N:12][O:13][CH3:14])=[O:9])=[C:6]([CH3:17])[CH:5]=1.ClN1C(=O)CCC1=O.[Cl:26][C:27]1[CH:28]=[C:29]([C:37]([C:39]([F:42])([F:41])[F:40])=[CH2:38])[CH:30]=[C:31]([C:33]([F:36])([F:35])[F:34])[CH:32]=1.C(=O)([O-])O.[K+]>COCCOC.O>[Cl:26][C:27]1[CH:28]=[C:29]([C:37]2([C:39]([F:40])([F:41])[F:42])[O:1][N:2]=[C:3]([C:4]3[CH:16]=[CH:15][C:7]([C:8]([NH:10][CH:11]=[N:12][O:13][CH3:14])=[O:9])=[C:6]([CH3:17])[CH:5]=3)[CH2:38]2)[CH:30]=[C:31]([C:33]([F:34])([F:35])[F:36])[CH:32]=1 |f:3.4|. Procedure details: In a solution of 81 mg of 4-hydroxyiminomethyl-N-(methoxyiminomethyl)-2-methyl benzoic acid amide in 10 ml of 1,2-dimethoxyethane, 60 mg of N-chlorosuccinimide was added, and stirred at 70° C. for 45 minutes. Then, the reaction mixture was left and cooled to room temperature, and then 60 mg of 3-chloro-5-trifluoromethyl-1-(1-trifluoromethylethenyl)benzene, 40 mg of potassium hydrogen carbonate and 3 drops of water were added, and continued to stir at room temperature further for 15 hours. After ... The reactants are C([O-])([O-])=O.[Na+].[Na+] (sodium carbonate), C(#N)C=1C=C(C=CC1)N(C(=O)OC(C)(C)C)N(CCC)C(=O)NC1=CC=C(C=C1)I (tert-Butyl 2-(3-cyanophenyl)-3-(4-iodophenylaminocarbonyl)-3-propylcarbazate), C(C)(C)(C)NS(=O)(=O)C1=C(C=CC=C1)B(O)O (2-(t-butylamino-sulfonyl)phenylboronic acid). Reagents/catalysts: C1=CC=C(C=C1)P([C-]2C=CC=C2)C3=CC=CC=C3.C1=CC=C(C=C1)P([C-]2C=CC=C2)C3=CC=CC=C3.Cl[Pd]Cl.[Fe+2] (PdCl2(dppf)). Run in COCCOC (ethylene glycol dimethyl ether). Conditions: temperature 110 celsius, time 3 hour. Product: C(C)(C)(C)OC(=O)N(N(C(=O)NC1=CC=C(C=C1)C=1C(=CC=CC1)S(=O)(=O)NC(C)(C)C)CCC)C1=CC(=CC=C1)C#N (4′-[3-tert-Butoxycarbonyl-3-(3-cyanophenyl)-2-propylcarbazoylamino]-N-tert-butylbiphenyl-2-sulfonamide). Yield: 75.6%. Reaction SMILES: [C:1]([C:3]1[CH:4]=[C:5]([N:9]([N:17]([C:21]([NH:23][C:24]2[CH:29]=[CH:28][C:27](I)=[CH:26][CH:25]=2)=[O:22])[CH2:18][CH2:19][CH3:20])[C:10]([O:12][C:13]([CH3:16])([CH3:15])[CH3:14])=[O:11])[CH:6]=[CH:7][CH:8]=1)#[N:2].[C:31]([NH:35][S:36]([C:39]1[CH:44]=[CH:43][CH:42]=[CH:41][C:40]=1B(O)O)(=[O:38])=[O:37])([CH3:34])([CH3:33])[CH3:32].C(=O)([O-])[O-].[Na+].[Na+]>COCCOC.C1C=CC(P(C2C=CC=CC=2)[C-]2C=CC=C2)=CC=1.C1C=CC(P(C2C=CC=CC=2)[C-]2C=CC=C2)=CC=1.Cl[Pd]Cl.[Fe+2]>[C:13]([O:12][C:10]([N:9]([C:5]1[CH:6]=[CH:7][CH:8]=[C:3]([C:1]#[N:2])[CH:4]=1)[N:17]([CH2:18][CH2:19][CH3:20])[C:21]([NH:23][C:24]1[CH:29]=[CH:28][C:27]([C:40]2[C:39]([S:36]([NH:35][C:31]([CH3:34])([CH3:33])[CH3:32])(=[O:37])=[O:38])=[CH:44][CH:43]=[CH:42][CH:41]=2)=[CH:26][CH:25]=1)=[O:22])=[O:11])([CH3:16])([CH3:15])[CH3:14] |f:2.3.4,6.7.8.9|. Reported procedure: 1.5 g (2.883 mmol) of 405 and 1.112 g (4.324 mmol) of 2-(t-butylamino-sulfonyl)phenylboronic acid are dissolved in 100 ml of ethylene glycol dimethyl ether, treated with 63 mg (0.086 mmol) of PdCl2(dppf) and 20.0 ml of 2N sodium carbonate solution and then stirred at 110° C. under a nitrogen atomsphere for 3 h. After customary work-up, 1.32 g (75.6%) of 406 are thus obtained as crystals having a melting point of 173-174° C.; MS(FAB)=606. Starting materials: BrCCC1CC1, C1CCOC1, CC(C)[N-]C(C)C, O=C(O)C1CCC1, Cl, [Li+]. Product: O=C(O)C1(CC2CC2)CCC1. As a reaction SMILES: [Br:16][CH2:17][CH2:18][CH:19]1[CH2:20][CH2:21]1.[CH2:23]1[O:24][CH2:25][CH2:26][CH2:27]1.[CH3:2][CH:3]([N-:4][CH:5]([CH3:6])[CH3:7])[CH3:8].[CH:9]1([C:13](=[O:14])[OH:15])[CH2:10][CH2:11][CH2:12]1.[ClH:22].[Li+:1]>>[C:9]1([C:13](=[O:14])[OH:15])([CH2:18][CH:19]2[CH2:20][CH2:21]2)[CH2:10][CH2:11][CH2:12]1.